Dataset: the Open Reaction Database (ORD), a public repository of structured organic reaction records. Task: describe an organic reaction: reactants, conditions, products, and yield Starting materials: [K] (potassium), C(C)(=O)OCC (ethyl acetate), C(C)(C)OC1=NC(=CC(=N1)O)C(F)(F)F (2-isopropoxy-6-trifluoromethyl-4-hydroxypyrimidine), COC=C(C(=O)OC)C1=C(C=CC=C1)CBr (methyl 3-methoxy-2-(2-bromomethylphenyl)acrylate). Solvent: CCCCCCCC (octane), CCCCCCCC (octane). Yields the product COC=C(C(=O)OC)C1=C(C=CC=C1)COC1=NC(=NC(=C1)C(F)(F)F)OC(C)C (methyl 3-methoxy-2-[2-(2-isopropoxy-6-trifluoromethylpyrimidin4-yloxymethyl)phenyl]acrylate). RXN SMILES: [K].[CH:2]([O:5][C:6]1[N:11]=[C:10]([OH:12])[CH:9]=[C:8]([C:13]([F:16])([F:15])[F:14])[N:7]=1)([CH3:4])[CH3:3].[CH3:17][O:18][CH:19]=[C:20]([C:25]1[CH:30]=[CH:29][CH:28]=[CH:27][C:26]=1[CH2:31]Br)[C:21]([O:23][CH3:24])=[O:22].C(OCC)(=O)C>CCCCCCCC>[CH3:17][O:18][CH:19]=[C:20]([C:25]1[CH:30]=[CH:29][CH:28]=[CH:27][C:26]=1[CH2:31][O:12][C:10]1[CH:9]=[C:8]([C:13]([F:15])([F:16])[F:14])[N:7]=[C:6]([O:5][CH:2]([CH3:4])[CH3:3])[N:11]=1)[C:21]([O:23][CH3:24])=[O:22] |^1:0|. Procedure: 3.04 g of potassium salt of 2-isopropoxy-6-trifluoromethyl-4-hydroxypyrimidine and 3.65 g of methyl 3-methoxy-2-(2-bromomethylphenyl)acrylate were suspended in 50 ml of octane. The resulting suspension was reacted at reflux of octane for 5 hours and cooled down to room temperature. 30 ml of ethyl acetate was added and insoluble matter was filtrated. The precipitate separated by filtration was washed with 20 ml of etyl acetate. A mixed solution of the obtained filtrate and washing was analyzed wi... Reactants: FC1=CC=C(C=C1)C(=O)C=1C=NC=CC1 ((4-fluorophenyl)(pyridin-3-yl)methanone), [Li]CCCC (n-BuLi), N1(N=CC=C1)C1=CC=C(CC=2C(=NC3=CC=C(C=C3C2Cl)Br)OC)C=C1 (3-(4-(1H-pyrazol-1-yl)benzyl)-6-bromo-4-chloro-2-methoxyquinoline), N1(N=CC=C1)C1=CC=C(CC=2C(=NC3=CC=C(C=C3C2Cl)Br)OC)C=C1 (3-(4-(1H-pyrazol-1-yl)benzyl)-6-bromo-4-chloro-2-methoxyquinoline). Solvent: C1CCOC1 (THF), C1CCOC1 (THF). Conditions: time 1.5 minute. The product is N1(N=CC=C1)C1=CC=C(CC=2C(=NC3=CC=C(C=C3C2Cl)C(O)(C=2C=NC=CC2)C2=CC=C(C=C2)F)OC)C=C1 ((3-(4-(1H-Pyrazol-1-yl)benzyl)-4-chloro-2-methoxyquinolin-6-yl)(4-fluorophenyl)(pyridin-3-yl)methanol). Reaction SMILES: [Li]CCCC.[N:6]1([C:11]2[CH:31]=[CH:30][C:14]([CH2:15][C:16]3[C:17]([O:28][CH3:29])=[N:18][C:19]4[C:24]([C:25]=3[Cl:26])=[CH:23][C:22](Br)=[CH:21][CH:20]=4)=[CH:13][CH:12]=2)[CH:10]=[CH:9][CH:8]=[N:7]1.[F:32][C:33]1[CH:38]=[CH:37][C:36]([C:39]([C:41]2[CH:42]=[N:43][CH:44]=[CH:45][CH:46]=2)=[O:40])=[CH:35][CH:34]=1>C1COCC1>[N:6]1([C:11]2[CH:31]=[CH:30][C:14]([CH2:15][C:16]3[C:17]([O:28][CH3:29])=[N:18][C:19]4[C:24]([C:25]=3[Cl:26])=[CH:23][C:22]([C:39]([C:36]3[CH:37]=[CH:38][C:33]([F:32])=[CH:34][CH:35]=3)([C:41]3[CH:42]=[N:43][CH:44]=[CH:45][CH:46]=3)[OH:40])=[CH:21][CH:20]=4)=[CH:13][CH:12]=2)[CH:10]=[CH:9][CH:8]=[N:7]1. Procedure: A solution of n-BuLi (2.5 M in hexanes, 0.095 mL, 0.238 mmol) was added dropwise by syringe to a solution of 3-(4-(1H-pyrazol-1-yl)benzyl)-6-bromo-4-chloro-2-methoxyquinoline (105.5 mg, 0.246 mmol, Intermediate 10) in dry THF (2.5 mL) in a dry ice-acetone bath. After 1.5 minutes, a solution of commercially available (4-fluorophenyl)(pyridin-3-yl)methanone (58.7 mg, 0.292 mmol) in dry THF (0.2 mL) was added dropwise. The reaction mixture was stirred for 5 minutes in a dry ice-acetone bath, then t... The product is COc1cc(Cl)c(-n2c(=O)[nH]c3c(C=O)ncnc32)cc1OCc1c(OC)ccc(F)c1F. Starting materials: ClCCl, COc1cc(Cl)c(-n2c(=O)[nH]c3c(CO)ncnc32)cc1OCc1c(OC)ccc(F)c1F. RXN SMILES: [CH2:34]([Cl:35])[Cl:36].[Cl:1][c:2]1[c:3](-[n:22]2[c:23]3[n:24][cH:25][n:26][c:27]([CH2:32][OH:33])[c:28]3[nH:29][c:30]2=[O:31])[cH:4][c:5]([O:10][CH2:11][c:12]2[c:13]([F:21])[c:14]([F:20])[cH:15][cH:16][c:17]2[O:18][CH3:19])[c:6]([O:8][CH3:9])[cH:7]1>>[Cl:1][c:2]1[c:3](-[n:22]2[c:23]3[n:24][cH:25][n:26][c:27]([CH:32]=[O:33])[c:28]3[nH:29][c:30]2=[O:31])[cH:4][c:5]([O:10][CH2:11][c:12]2[c:13]([F:21])[c:14]([F:20])[cH:15][cH:16][c:17]2[O:18][CH3:19])[c:6]([O:8][CH3:9])[cH:7]1. Starting materials: CC(C)(C)OC(=O)N1CCC(n2ncc3c(Cl)ncnc32)CC1, O=C([O-])[O-], CN(C)C=O, N#Cc1cc(Cl)ccc1O, [K+], [K+], [Na+], [Na+], O=C([O-])[O-]. Yields the product CC(C)(C)OC(=O)N1CCC(n2ncc3c(Oc4ccc(Cl)cc4C#N)ncnc32)CC1. RXN SMILES: [C:1]([CH3:2])([CH3:3])([CH3:4])[O:5][C:6](=[O:7])[N:8]1[CH2:9][CH2:10][CH:11]([n:14]2[n:15][cH:16][c:17]3[c:18]2[n:19][cH:20][n:21][c:22]3[Cl:23])[CH2:12][CH2:13]1.[C:34](=[O:35])([O-:36])[O-:37].[CH3:46][N:47]([CH3:48])[CH:49]=[O:50].[Cl:24][c:25]1[cH:26][cH:27][c:28]([OH:33])[c:29]([C:30]#[N:31])[cH:32]1.[K+:38].[K+:39].[Na+:40].[Na+:41].[O-:42][C:43](=[O:44])[O-:45]>>[C:1]([CH3:2])([CH3:3])([CH3:4])[O:5][C:6](=[O:7])[N:8]1[CH2:9][CH2:10][CH:11]([n:14]2[n:15][cH:16][c:17]3[c:18]2[n:19][cH:20][n:21][c:22]3[O:33][c:28]2[cH:27][cH:26][c:25]([Cl:24])[cH:32][c:29]2[C:30]#[N:31])[CH2:12][CH2:13]1.